This data is from the Open Reaction Database (ORD), a public repository of structured organic reaction records. The task is: describe an organic reaction: reactants, conditions, products, and yield Starting materials: CCO, CSC(=C[N+](=O)[O-])N1CCCCC1, NN. The product is NNC(=C[N+](=O)[O-])N1CCCCC1. As a reaction SMILES: [CH3:16][CH2:17][OH:18].[CH3:1][S:2][C:3](=[CH:4][N+:5](=[O:6])[O-:7])[N:8]1[CH2:9][CH2:10][CH2:11][CH2:12][CH2:13]1.[NH2:14][NH2:15]>>[C:3](=[CH:4][N+:5](=[O:6])[O-:7])([N:8]1[CH2:9][CH2:10][CH2:11][CH2:12][CH2:13]1)[NH:14][NH2:15]. Starting materials: C1(=CC=CC=C1)N1C=NC2=C(C1=O)SC=C2C2=CC=CC=C2 (3,7-Diphenylthieno[3,2-d]pyrimidin-4(3H)-one), NC1=C(SC=C1C1=C(C=CC=C1)F)C(=O)OC (methyl 3-amino-4-(2-fluorophenyl)thiophene-2-carboxylate), C(OCC)(OCC)OCC (triethyl orthoformate), C1(CCC1)N (cyclobutylamine). Run in C(C)(=O)O (acetic acid). Yields the product C1(CCC1)N1C=NC2=C(C1=O)SC=C2C2=C(C=CC=C2)F (3-Cyclobutyl-7-(2-fluorophenyl)thieno[3,2-d]pyrimidin-4(3H)-one). The yield is 91.7%. RXN SMILES: [C:1]1([N:7]2[C:12](=[O:13])[C:11]3[S:14][CH:15]=[C:16]([C:17]4[CH:22]=[CH:21][CH:20]=[CH:19][CH:18]=4)[C:10]=3[N:9]=[CH:8]2)[CH:6]=[CH:5][CH:4]=CC=1.NC1C(C2C=CC=CC=2[F:35])=CSC=1C(OC)=O.C(OCC)(OCC)OCC.C1(N)CCC1>C(O)(=O)C>[CH:1]1([N:7]2[C:12](=[O:13])[C:11]3[S:14][CH:15]=[C:16]([C:17]4[CH:18]=[CH:19][CH:20]=[CH:21][C:22]=4[F:35])[C:10]=3[N:9]=[CH:8]2)[CH2:6][CH2:5][CH2:4]1. Reported procedure: In the same manner as the synthesis of Compound 1, methyl 3-amino-4-(2-fluorophenyl)thiophene-2-carboxylate (100 mg, 0.40 mmol), triethyl orthoformate (1.0 ml), cyclobutylamine (0.065 ml, 0.76 mmol), and acetic acid (0.1 ml) were used to give 110.2 mg (0.37 mmol, 91.7% yield) of the title compound. Reaction SMILES: [Br:31][N:32]1[C:33](=[O:34])[CH2:35][CH2:36][C:37]1=[O:38].[C:51]([Cl:52])([Cl:53])([Cl:54])[Cl:55].[CH3:1][O:2][c:3]1[cH:4][c:5]2[c:6](-[c:21]3[cH:22][c:23]([O:29][CH3:30])[c:24]([O:27][CH3:28])[cH:25][cH:26]3)[c:7]([C:16](=[O:17])[O:18][CH2:19][CH3:20])[c:8]([CH3:15])[n:9][c:10]2[cH:11][c:12]1[O:13][CH3:14].[N:39]([C:40]([CH3:41])([CH3:42])[C:43]#[N:44])=[N:45][C:46]([CH3:47])([CH3:48])[C:49]#[N:50]>>[CH3:1][O:2][c:3]1[cH:4][c:5]2[c:6](-[c:21]3[cH:22][c:23]([O:29][CH3:30])[c:24]([O:27][CH3:28])[cH:25][cH:26]3)[c:7]([C:16](=[O:17])[O:18][CH2:19][CH3:20])[c:8]([CH2:15][Br:31])[n:9][c:10]2[cH:11][c:12]1[O:13][CH3:14]. Product: CCOC(=O)c1c(CBr)nc2cc(OC)c(OC)cc2c1-c1ccc(OC)c(OC)c1. The reactants are O=C1CCC(=O)N1Br, ClC(Cl)(Cl)Cl, CCOC(=O)c1c(C)nc2cc(OC)c(OC)cc2c1-c1ccc(OC)c(OC)c1, CC(C)(C#N)N=NC(C)(C)C#N. Reactants: CN(C1=NC=CC=N1)CCOC1=CC=C(C=O)C=C1 (4-[2-(N-methyl-N-(2-pyrimidinyl)amino) ethoxy]benzaldehyde), S1C(NC(C1)=O)=O (2,4-thiazolidinedione), C(C)(=O)[O-].[NH2+]1CCCCC1 (piperidinium acetate). Solvent: C1(=CC=CC=C1)C (toluene). The product is CN(C1=NC=CC=N1)CCOC1=CC=C(C=C2C(NC(S2)=O)=O)C=C1 (5-(4-[2-(N-Methyl-N-(2-pyrimidinyl)amino)ethoxy] benzylidene)-2,4-thiazolidinedione). RXN SMILES: [CH3:1][N:2]([CH2:9][CH2:10][O:11][C:12]1[CH:19]=[CH:18][C:15]([CH:16]=O)=[CH:14][CH:13]=1)[C:3]1[N:8]=[CH:7][CH:6]=[CH:5][N:4]=1.[S:20]1[CH2:24][C:23](=[O:25])[NH:22][C:21]1=[O:26].C([O-])(=O)C.[NH2+]1CCCCC1>C1(C)C=CC=CC=1>[CH3:1][N:2]([CH2:9][CH2:10][O:11][C:12]1[CH:19]=[CH:18][C:15]([CH:16]=[C:24]2[S:20][C:21](=[O:26])[NH:22][C:23]2=[O:25])=[CH:14][CH:13]=1)[C:3]1[N:8]=[CH:7][CH:6]=[CH:5][N:4]=1 |f:2.3|. Procedure details: A solution of 4-[2-(N-methyl-N-(2-pyrimidinyl)amino) ethoxy]benzaldehyde (1.7 g) and 2,4-thiazolidinedione (0.7 g) in toluene (100 ml) containing a catalytic quantity of piperidinium acetate was boiled under reflux in a Dean and Stark apparatus for 2 hours. The mixture was cooled and filtered to give the title compound (mp 189°-90° C.).